This data is from the Open Reaction Database (ORD), a public repository of structured organic reaction records. The task is: describe an organic reaction: reactants, conditions, products, and yield Starting materials: CC(=O)O[BH-](OC(C)=O)OC(C)=O, CC(C)=O, CO, ClCCl, NCCC1CN(c2ccnc(NCCc3ccccc3)n2)c2nc(-c3ccccc3)cc(=O)n2C1, [Na+]. The product is CC(C)NCCC1CN(c2ccnc(NCCc3ccccc3)n2)c2nc(-c3ccccc3)cc(=O)n2C1. RXN SMILES: [C:43]([O:44][BH-:45]([O:46][C:47](=[O:48])[CH3:49])[O:50][C:51](=[O:52])[CH3:53])(=[O:54])[CH3:55].[CH3:36][C:37]([CH3:38])=[O:39].[CH3:57][OH:58].[Cl:40][CH2:41][Cl:42].[NH2:1][CH2:2][CH2:3][CH:4]1[CH2:5][N:6]([c:21]2[n:22][c:23]([NH:27][CH2:28][CH2:29][c:30]3[cH:31][cH:32][cH:33][cH:34][cH:35]3)[n:24][cH:25][cH:26]2)[c:7]2[n:8]([c:9](=[O:19])[cH:10][c:11](-[c:13]3[cH:14][cH:15][cH:16][cH:17][cH:18]3)[n:12]2)[CH2:20]1.[Na+:56]>>[NH:1]([CH2:2][CH2:3][CH:4]1[CH2:5][N:6]([c:21]2[n:22][c:23]([NH:27][CH2:28][CH2:29][c:30]3[cH:31][cH:32][cH:33][cH:34][cH:35]3)[n:24][cH:25][cH:26]2)[c:7]2[n:8]([c:9](=[O:19])[cH:10][c:11](-[c:13]3[cH:14][cH:15][cH:16][cH:17][cH:18]3)[n:12]2)[CH2:20]1)[CH:37]([CH3:36])[CH3:38].